This data is from the Open Reaction Database (ORD), a public repository of structured organic reaction records. The task is: describe an organic reaction: reactants, conditions, products, and yield Starting materials: [Li+].CCC[CH2-] (N-butyllithium), C(C)(C)(C)OC(=O)NC1=NC=CC=C1 (2-t-Butoxycarbonylaminopyridine), ICC (iodoethane). The solvent is O1CCCC1 (tetrahydrofuran). Conditions: temperature -78 celsius, time 15 minute. Yields the product C(C)(C)(C)OC(=O)NC1=NC=CC=C1CC (2-t-Butoxycarbonylamino-3-ethylpyridine). Isolated yield 42.8%. Reaction SMILES: [C:1]([O:5][C:6]([NH:8][C:9]1[CH:14]=[CH:13][CH:12]=[CH:11][N:10]=1)=[O:7])([CH3:4])([CH3:3])[CH3:2].[Li+].[CH3:16][CH2:17]C[CH2-].ICC>O1CCCC1>[C:1]([O:5][C:6]([NH:8][C:9]1[C:14]([CH2:16][CH3:17])=[CH:13][CH:12]=[CH:11][N:10]=1)=[O:7])([CH3:4])([CH3:2])[CH3:3] |f:1.2|. Procedure details: 2-t-Butoxycarbonylaminopyridine (10 g, 51.5 mmol) was dissolved in tetrahydrofuran (80 mL), and cooled to -78° C. N-butyllithium (80 mL of 1.49M in hexanes, 120 mmol) was added dropwise over a period of 1 h. After stirring for an additional 15 min at -78° C. and then for 2.5 hours at -10° C., the solution was then recooled back down to -78° C. and iodoethane (77.2 mmol, 6.18 mL) was added dropwise over a period of 15 min via syringe. The solution was allowed to warm to room temperature. The reac... Reactants: CC(C)(C)OC(=O)N1CCC(=O)CC1, C1COCCOCCOCCOCCO1, C1CCOC1, O=P([O-])([O-])Cc1ccc(F)cc1, [H-], [Na+], O. Yields the product CC(C)(C)OC(=O)N1CCC(=Cc2ccc(F)cc2)CC1. As a reaction SMILES: [C:30]([CH3:31])([CH3:32])([CH3:33])[O:34][C:35](=[O:36])[N:37]1[CH2:38][CH2:39][C:40](=[O:43])[CH2:41][CH2:42]1.[CH2:13]1[O:14][CH2:15][CH2:16][O:17][CH2:18][CH2:19][O:20][CH2:21][CH2:22][O:23][CH2:24][CH2:25][O:26][CH2:27]1.[CH2:44]1[O:45][CH2:46][CH2:47][CH2:48]1.[F:1][c:2]1[cH:3][cH:4][c:5]([CH2:6][P:7](=[O:8])([O-:9])[O-:10])[cH:11][cH:12]1.[H-:28].[Na+:29].[OH2:49]>>[F:1][c:2]1[cH:3][cH:4][c:5]([CH:6]=[C:40]2[CH2:39][CH2:38][N:37]([C:35]([O:34][C:30]([CH3:31])([CH3:32])[CH3:33])=[O:36])[CH2:42][CH2:41]2)[cH:11][cH:12]1.